This data is from the Open Reaction Database (ORD), a public repository of structured organic reaction records. The task is: describe an organic reaction: reactants, conditions, products, and yield The reactants are C(CCCCCCC)(=O)OCCBr (2-bromoethyl octanoate), BrCCCO (3-bromo-1-propanol), C(CCCCCCCCCCCCCCC)(=O)Cl (hexadecanoyl chloride), N1=CC=CC=C1 (pyridine). Run in C1=CC=CC=C1 (benzene), C(Cl)(Cl)Cl.CO (chloroform methanol). Product: C(CCCCCCCCCCCCCCC)(=O)OCCCBr (3 -Bromopropyl Hexadecanoate). The yield is 83.9%. As a reaction SMILES: C(OCCBr)(=O)CCCCCCC.[Br:14][CH2:15][CH2:16][CH2:17][OH:18].[C:19](Cl)(=[O:35])[CH2:20][CH2:21][CH2:22][CH2:23][CH2:24][CH2:25][CH2:26][CH2:27][CH2:28][CH2:29][CH2:30][CH2:31][CH2:32][CH2:33][CH3:34].N1C=CC=CC=1>C1C=CC=CC=1.C(Cl)(Cl)Cl.CO>[C:19]([O:18][CH2:17][CH2:16][CH2:15][Br:14])(=[O:35])[CH2:20][CH2:21][CH2:22][CH2:23][CH2:24][CH2:25][CH2:26][CH2:27][CH2:28][CH2:29][CH2:30][CH2:31][CH2:32][CH2:33][CH3:34] |f:5.6|. Procedure: This intermediate was prepared in a manner analogous to that of 2-bromoethyl octanoate from 3-bromo-1-propanol (2.53 g, 18 mmol), hexadecanoyl chloride (6.25 g, 22.5 mmol), and pyridine (4 mL) in benzene (50 mL). Silica gel chromatography using chloroform/methanol (9: 1) yielded 5.7 g pure product. Yield 69%; liquid; 1H NMR (CDCl3) 0.85-0.95 (t, CH3 (CH2)12), 1.20-1.40 (m, CH3 (CH2)12), 1.55-1.70 (m, CH2 CH2 CO), 2.13-2.23 (m, O CH2 CH2 CH2 Br), 2.28-2.38 (t, CH2 CH2 CO), 3.45-3.50 (t, O CH2 CH2...